This data is from the Open Reaction Database (ORD), a public repository of structured organic reaction records. The task is: describe an organic reaction: reactants, conditions, products, and yield The reactants are BrCC1=CC=C(C=C1)CCN1C(C=C(C=C1)OCC1=NC=CC=C1C)=O (1-[2-(4-bromomethyl-phenyl)-ethyl]-4-(3-methyl-pyridin-2-ylmethoxy)-1H-pyridin-2-one), N1CCC(CC1)NC(C)=O (N-piperidin-4-yl-acetamide). Product: CC=1C(=NC=CC1)COC1=CC(N(C=C1)CCC1=CC=C(CN2CCC(CC2)NC(C)=O)C=C1)=O (N-[1-(4-{2-[4-(3-Methyl-pyridin-2-ylmethoxy)-2-oxo-2H-pyridin-1-yl]-ethyl}-benzyl)-piperidin-4-yl]-acetamide). Reaction SMILES: Br[CH2:2][C:3]1[CH:8]=[CH:7][C:6]([CH2:9][CH2:10][N:11]2[CH:16]=[CH:15][C:14]([O:17][CH2:18][C:19]3[C:24]([CH3:25])=[CH:23][CH:22]=[CH:21][N:20]=3)=[CH:13][C:12]2=[O:26])=[CH:5][CH:4]=1.[NH:27]1[CH2:32][CH2:31][CH:30]([NH:33][C:34](=[O:36])[CH3:35])[CH2:29][CH2:28]1>>[CH3:25][C:24]1[C:19]([CH2:18][O:17][C:14]2[CH:15]=[CH:16][N:11]([CH2:10][CH2:9][C:6]3[CH:7]=[CH:8][C:3]([CH2:2][N:27]4[CH2:32][CH2:31][CH:30]([NH:33][C:34](=[O:36])[CH3:35])[CH2:29][CH2:28]4)=[CH:4][CH:5]=3)[C:12](=[O:26])[CH:13]=2)=[N:20][CH:21]=[CH:22][CH:23]=1. Reported procedure: N-[1-(4-{2-[4-(3-Methyl-pyridin-2-ylmethoxy)-2-oxo-2H-pyridin-1-yl]-ethyl}-benzyl)-piperidin-4-yl]-acetamide is prepared as example 14.1c from 100 mg (0.24 mmol) 1-[2-(4-bromomethyl-phenyl)-ethyl]-4-(3-methyl-pyridin-2-ylmethoxy)-1H-pyridin-2-one (example 14.1b) and 138 mg (0.97 mmol) N-piperidin-4-yl-acetamide. The reactants are FC1=C(C=C(C=C1)C(F)(F)F)NC(=O)NC1=CC=C(C=C1)C1=CN=C(S1)C1(CNCC1)O (N-[2-fluoro-5-(trifluoromethyl)phenyl]-N′-{4-[2-(3-hydroxypyrrolidin-3-yl)-1,3-thiazol-5-yl]phenyl}urea), C(C)(=O)O (acetic acid), C=O (formaldehyde). Run in CO (methanol). Run at temperature 50 celsius, time 16 hour. The product is FC1=C(C=C(C=C1)C(F)(F)F)NC(=O)NC1=CC=C(C=C1)C1=CN=C(S1)C1(CN(CC1)C)O (N-[2-fluoro-5-(trifluoromethyl)phenyl]-N′-{4-[2-(3-hydroxy-1-methylpyrrolidin-3-yl)-1,3-thiazol-5-yl]phenyl}urea). Reaction SMILES: [F:1][C:2]1[CH:7]=[CH:6][C:5]([C:8]([F:11])([F:10])[F:9])=[CH:4][C:3]=1[NH:12][C:13]([NH:15][C:16]1[CH:21]=[CH:20][C:19]([C:22]2[S:26][C:25]([C:27]3([OH:32])[CH2:31][CH2:30][NH:29][CH2:28]3)=[N:24][CH:23]=2)=[CH:18][CH:17]=1)=[O:14].[C:33](O)(=O)C.C=O>CO>[F:1][C:2]1[CH:7]=[CH:6][C:5]([C:8]([F:10])([F:11])[F:9])=[CH:4][C:3]=1[NH:12][C:13]([NH:15][C:16]1[CH:17]=[CH:18][C:19]([C:22]2[S:26][C:25]([C:27]3([OH:32])[CH2:31][CH2:30][N:29]([CH3:33])[CH2:28]3)=[N:24][CH:23]=2)=[CH:20][CH:21]=1)=[O:14]. Procedure: To an ambient solution of Example 14 (0.050 g, 0.107 mmol) in methanol containing 1% v/v acetic acid 1 mL) was added formaldehyde (0.012 mL, 0.161 mmol, 37 wt % in H2O) and MP-CNBH3 (0.054 g, 0.161 mmol, 3.0 mmol/g). The reaction was heated to 50° C. and shaken for 16 h. The reaction was then filtered and concentrated under reduced pressure. The residue was purified by RP-HPLC (preparative reversed-phase high pressure liquid chromatography) using a Zorbax SB-C18 7M 21.2×250 mm column with UV det... Reported procedure: The product of example 2a above, 2-phenoxy-6-aminobenzonitrile, (1.5 g, 7.14 mmol) was dissolved in dry tetrahydrofuran (50 mL) and stirred under argon in a room temperature water bath. Lithium aluminum hydride (0.53 g, 14.0 mmol) was added in portions over 10 minutes. The reaction mixture was heated to 60° C. for 1 hour. The reaction mixture was cooled to room temperature and anhydrous sodium sulfate was added followed by quenching by the addition of a freshly prepared saturated solution of anh... Run in O1CCCC1 (tetrahydrofuran). As a reaction SMILES: [O:1]([C:8]1[CH:15]=[CH:14][CH:13]=[C:12]([NH2:16])[C:9]=1[C:10]#[N:11])[C:2]1[CH:7]=[CH:6][CH:5]=[CH:4][CH:3]=1.[H-].[Al+3].[Li+].[H-].[H-].[H-].S([O-])([O-])(=O)=O.[Na+].[Na+]>O1CCCC1>[O:1]([C:8]1[CH:15]=[CH:14][CH:13]=[C:12]([NH2:16])[C:9]=1[CH2:10][NH2:11])[C:2]1[CH:3]=[CH:4][CH:5]=[CH:6][CH:7]=1 |f:1.2.3.4.5.6,7.8.9|. The reactants are S(=O)(=O)([O-])[O-].[Na+].[Na+] (sodium sulfate), product, O(C1=CC=CC=C1)C1=C(C#N)C(=CC=C1)N (2-phenoxy-6-aminobenzonitrile), [H-].[Al+3].[Li+].[H-].[H-].[H-] (Lithium aluminum hydride). Yields the product O(C1=CC=CC=C1)C1=C(CN)C(=CC=C1)N (2-Phenoxy-6-aminobenzyl amine).